describe an organic reaction: reactants, conditions, products, and yield From a dataset of the Open Reaction Database (ORD), a public repository of structured organic reaction records. Starting materials: CCO, ClCCl, COc1ccc(SC(CCCCc2ccccc2)CC(=O)NO)cc1OC, O=C(OO)c1cccc(Cl)c1. The product is COc1ccc(S(=O)C(CCCCc2ccccc2)CC(=O)NO)cc1OC. RXN SMILES: [CH3:39][CH2:40][OH:41].[Cl:42][CH2:43][Cl:44].[OH:1][NH:2][C:3]([CH2:4][CH:5]([CH2:6][CH2:7][CH2:8][CH2:9][c:10]1[cH:11][cH:12][cH:13][cH:14][cH:15]1)[S:16][c:17]1[cH:18][c:19]([O:25][CH3:26])[c:20]([O:23][CH3:24])[cH:21][cH:22]1)=[O:27].[OH:28][O:29][C:30]([c:31]1[cH:32][c:33]([Cl:34])[cH:35][cH:36][cH:37]1)=[O:38]>>[OH:1][NH:2][C:3]([CH2:4][CH:5]([CH2:6][CH2:7][CH2:8][CH2:9][c:10]1[cH:11][cH:12][cH:13][cH:14][cH:15]1)[S:16]([c:17]1[cH:18][c:19]([O:25][CH3:26])[c:20]([O:23][CH3:24])[cH:21][cH:22]1)=[O:28])=[O:27]. Starting materials: aliphatic glycidyl ether, C(Cl)C1CO1 (epichlorohydrin), C(CCCCCCC)C(CO)CCCCCCCCCC (2-octyldodecanol), stannic chloride, [OH-].[Na+] (sodium hydroxide). The solvent is O (water). Reaction conditions: temperature 65 celsius, time 6 hour. Yields the product 2-octyldodecyl diglycerol ether, C(C1CO1)OCC(CCCCCCCCCC)CCCCCCCC (2-octyldodecyl glycidyl ether). The yield is 79.7%. RXN SMILES: [CH2:1]([CH:3]1[O:5][CH2:4]1)Cl.[CH2:6]([CH:14]([CH2:17][CH2:18][CH2:19][CH2:20][CH2:21][CH2:22][CH2:23][CH2:24][CH2:25][CH3:26])[CH2:15][OH:16])[CH2:7][CH2:8][CH2:9][CH2:10][CH2:11][CH2:12][CH3:13].[OH-].[Na+]>O>[CH2:1]([O:16][CH2:15][CH:14]([CH2:6][CH2:7][CH2:8][CH2:9][CH2:10][CH2:11][CH2:12][CH3:13])[CH2:17][CH2:18][CH2:19][CH2:20][CH2:21][CH2:22][CH2:23][CH2:24][CH2:25][CH3:26])[CH:3]1[O:5][CH2:4]1 |f:2.3|. Procedure: The 2-octyldodecyl diglycerol ether emulsifier is prepared as follows. 2-Octyldodecyl glycidyl ether is prepared using the aliphatic glycidyl ether method described above. Approximately 360 g of epichlorohydrin is added to a stirred mixture of about 1.5 kg of 2-octyldodecanol (Jarcol I-20; Jarchem Industries) and about 10 g of stannic chloride. After the resulting exotherm heats the reaction mixture to about 70° C., the mixture is stirred under nitrogen for an additional about 6 hours at about 6... The reactants are Cc1ccc(C2=C(c3cc(Cl)ccc3OCc3ccc(F)cc3)CCC2)cc1C(=O)OC(C)(C)C, ClCCl, O=C(O)C(F)(F)F. Product: Cc1ccc(C2=C(c3cc(Cl)ccc3OCc3ccc(F)cc3)CCC2)cc1C(=O)O. As a reaction SMILES: [C:8]([CH3:9])([CH3:10])([CH3:11])[O:12][C:13]([c:14]1[c:15]([CH3:41])[cH:16][cH:17][c:18]([C:20]2=[C:21]([c:25]3[c:26]([O:32][CH2:33][c:34]4[cH:35][cH:36][c:37]([F:40])[cH:38][cH:39]4)[cH:27][cH:28][c:29]([Cl:31])[cH:30]3)[CH2:22][CH2:23][CH2:24]2)[cH:19]1)=[O:42].[Cl:43][CH2:44][Cl:45].[OH:1][C:2]([C:3]([F:4])([F:5])[F:6])=[O:7]>>[O:12]=[C:13]([c:14]1[c:15]([CH3:41])[cH:16][cH:17][c:18]([C:20]2=[C:21]([c:25]3[c:26]([O:32][CH2:33][c:34]4[cH:35][cH:36][c:37]([F:40])[cH:38][cH:39]4)[cH:27][cH:28][c:29]([Cl:31])[cH:30]3)[CH2:22][CH2:23][CH2:24]2)[cH:19]1)[OH:42]. Starting materials: Cl.C(C1=CC=CC=C1)(OCC)=N (ethyl benzimidate hydrochloride), C(C=C)N (allyl amine). Run in CO (methanol). Reaction conditions: time 2 day. Yields the product Cl.C(C=C)NC(C1=CC=CC=C1)=N (N-allyl benzamidine hydrochloride). As a reaction SMILES: [ClH:1].[C:2](=[NH:12])(OCC)[C:3]1[CH:8]=[CH:7][CH:6]=[CH:5][CH:4]=1.[CH2:13]([NH2:16])[CH:14]=[CH2:15]>CO>[ClH:1].[CH2:13]([NH:16][C:2](=[NH:12])[C:3]1[CH:4]=[CH:5][CH:6]=[CH:7][CH:8]=1)[CH:14]=[CH2:15] |f:0.1,4.5|. Procedure: To a solution of ethyl benzimidate hydrochloride (20 g) in methanol at 0° C. was added allyl amine. The resulting solution was allowed to stand for 2 days at 5° C. before it was evaporated to yield a solid which was collected and washed with ether to give N-allyl benzamidine hydrochloride (21.5 g) as a white solid; 300 MHz NMR: 10.1 (s,1), 9.68 (s,1), 9.29 (s,1), 7.72 (s,5), 5.92 (m,1), 5.35 (d,2), 5.26 (d,2), 4.14 (s,2). Starting materials: Cl (hydrochloric acid), ClC1(C(NC(NC1O)=O)=O)C(=O)OC (methyl 5-chloro-6-hydroxy-1,2,3,4,5,6-hexahydro-2,4-dioxopyrimidine-5-carboxylate). Product: ClC=1C(NC(NC1)=O)=O (5-chlorouracil). Reaction SMILES: Cl.[Cl:2][C:3]1(C(OC)=O)[CH:8](O)[NH:7][C:6](=[O:10])[NH:5][C:4]1=[O:11]>>[Cl:2][C:3]1[C:4](=[O:11])[NH:5][C:6](=[O:10])[NH:7][CH:8]=1. Procedure details: In 15 ml. of concentrated hydrochloric acid, 345 mg. of methyl 5-chloro-6-hydroxy-1,2,3,4,5,6-hexahydro-2,4-dioxopyrimidine-5-carboxylate is heated under reflux for 15 hours. The reaction mixture is cooled with ice, whereupon 92 mg. of 5-chlorouracil is obtained as colorless prisms. Reactants: COc1ccc([N+](=O)[O-])cc1N1CCN(C)CC1, CCO, NN, O, O. The product is COc1ccc(N)cc1N1CCN(C)CC1. RXN SMILES: [CH3:1][N:2]1[CH2:3][CH2:4][N:5]([c:8]2[c:9]([O:17][CH3:18])[cH:10][cH:11][c:12]([N+:14]([O-:15])=[O:16])[cH:13]2)[CH2:6][CH2:7]1.[CH3:22][CH2:23][OH:24].[NH2:20][NH2:21].[OH2:19].[OH2:25]>>[CH3:1][N:2]1[CH2:3][CH2:4][N:5]([c:8]2[c:9]([O:17][CH3:18])[cH:10][cH:11][c:12]([NH2:14])[cH:13]2)[CH2:6][CH2:7]1. Reactants: CO, CCOC(=O)Cc1nc(-c2ccc(Cl)c(Cl)c2)oc1-c1ccoc1, [K+], [OH-], O. The product is O=C(O)Cc1nc(-c2ccc(Cl)c(Cl)c2)oc1-c1ccoc1. Reaction SMILES: [CH3:25][OH:26].[Cl:1][c:2]1[cH:3][c:4](-[c:9]2[o:10][c:11](-[c:20]3[cH:21][o:22][cH:23][cH:24]3)[c:12]([CH2:14][C:15](=[O:16])[O:17][CH2:18][CH3:19])[n:13]2)[cH:5][cH:6][c:7]1[Cl:8].[K+:28].[OH-:27].[OH2:29]>>[Cl:1][c:2]1[cH:3][c:4](-[c:9]2[o:10][c:11](-[c:20]3[cH:21][o:22][cH:23][cH:24]3)[c:12]([CH2:14][C:15](=[O:16])[OH:17])[n:13]2)[cH:5][cH:6][c:7]1[Cl:8].